From a dataset of the Open Reaction Database (ORD), a public repository of structured organic reaction records. describe an organic reaction: reactants, conditions, products, and yield Reported procedure: A mixture of 3.33 g of 6-(1-piperazinyl)-11H-dibenz[b,e]azepine, 1.63 g of ethyl chloroformate and 1.66 g of potassium carbonate in 20 ml of N,N-dimethylformamide was stirred at 80° C. for 3 hrs. Ice water was added to the reaction mixture and extracted with ether. The ether layer was washed with water, dried and concentrated. The residue was chromatographed on silica gel using a mixture of n-hexane and ethyl acetate (1:2) as an eluent to give 3.14 g of colorless crystals, which were recrystalli... Yields the product C1=CC=CC=2N=C(C3=C(CC21)C=CC=C3)N3CCN(CC3)C(=O)OCC (Ethyl 4-(11H-Dibenz[b,e]azepin-6-yl)-1-piperazinecarboxylate). Solvent: CN(C=O)C (N,N-dimethylformamide). Reaction conditions: temperature 80 celsius, time 3 hour. Reaction SMILES: [N:1]1([C:7]2[C:8]3[CH:21]=[CH:20][CH:19]=[CH:18][C:9]=3[CH2:10][C:11]3[CH:17]=[CH:16][CH:15]=[CH:14][C:12]=3[N:13]=2)[CH2:6][CH2:5][NH:4][CH2:3][CH2:2]1.Cl[C:23]([O:25][CH2:26][CH3:27])=[O:24].C(=O)([O-])[O-].[K+].[K+]>CN(C)C=O>[CH:17]1[C:11]2[CH2:10][C:9]3[CH:18]=[CH:19][CH:20]=[CH:21][C:8]=3[C:7]([N:1]3[CH2:2][CH2:3][N:4]([C:23]([O:25][CH2:26][CH3:27])=[O:24])[CH2:5][CH2:6]3)=[N:13][C:12]=2[CH:14]=[CH:15][CH:16]=1 |f:2.3.4|. Starting materials: Ice water, N1(CCNCC1)C=1C2=C(CC3=C(N1)C=CC=C3)C=CC=C2 (6-(1-piperazinyl)-11H-dibenz[b,e]azepine), ClC(=O)OCC (ethyl chloroformate), C([O-])([O-])=O.[K+].[K+] (potassium carbonate). The yield is 74.8%. The reactants are CCOC(=O)CN1CCCC(NC(=O)c2ccc(OCc3c(-c4ccccc4)noc3C)nc2)C1, C1CCOC1, CO, Cl, [Li+], [OH-], O, O. Product: Cc1onc(-c2ccccc2)c1COc1ccc(C(=O)NC2CCCN(CC(=O)O)C2)cn1. As a reaction SMILES: [CH2:1]([CH3:2])[O:3][C:4]([CH2:5][N:6]1[CH2:7][CH:8]([NH:12][C:13](=[O:14])[c:15]2[cH:16][n:17][c:18]([O:21][CH2:22][c:23]3[c:24](-[c:29]4[cH:30][cH:31][cH:32][cH:33][cH:34]4)[n:25][o:26][c:27]3[CH3:28])[cH:19][cH:20]2)[CH2:9][CH2:10][CH2:11]1)=[O:35].[CH2:40]1[O:41][CH2:42][CH2:43][CH2:44]1.[CH3:46][OH:47].[ClH:39].[Li+:38].[OH-:37].[OH2:36].[OH2:45]>>[O:3]=[C:4]([CH2:5][N:6]1[CH2:7][CH:8]([NH:12][C:13](=[O:14])[c:15]2[cH:16][n:17][c:18]([O:21][CH2:22][c:23]3[c:24](-[c:29]4[cH:30][cH:31][cH:32][cH:33][cH:34]4)[n:25][o:26][c:27]3[CH3:28])[cH:19][cH:20]2)[CH2:9][CH2:10][CH2:11]1)[OH:35]. The product is CN(C)CC1=CC=C(N\C(\C2=CC=CC=C2)=C\2/C(NC3=CC4=C(C=C23)OCO4)=O)C=C1 (3-(Z)-{1-[4-(dimethylaminomethyl)-anilino]-1-phenyl-methylidene}-5,6-methylenedioxy-2-indolinone). Reaction SMILES: CO[C:3](=[C:10]1[C:18]2[C:13](=[CH:14][C:15]3[O:21][CH2:20][O:19][C:16]=3[CH:17]=2)[NH:12][C:11]1=[O:22])[C:4]1[CH:9]=[CH:8][CH:7]=[CH:6][CH:5]=1.[CH3:23][N:24]([CH2:26][C:27]1[CH:33]=[CH:32][C:30]([NH2:31])=[CH:29][CH:28]=1)[CH3:25]>>[CH3:25][N:24]([CH2:26][C:27]1[CH:33]=[CH:32][C:30]([NH:31]/[C:3](=[C:10]2\[C:11](=[O:22])[NH:12][C:13]3[C:18]\2=[CH:17][C:16]2[O:19][CH2:20][O:21][C:15]=2[CH:14]=3)/[C:4]2[CH:9]=[CH:8][CH:7]=[CH:6][CH:5]=2)=[CH:29][CH:28]=1)[CH3:23]. Reported procedure: Prepared from 3-(1-methoxy-1-phenyl-methylidene)-5,6-methylenedioxy-2-indolinone and 4-(dimethylaminomethyl)-aniline Reactants: COC(C1=CC=CC=C1)=C1C(NC2=CC3=C(C=C12)OCO3)=O (3-(1-methoxy-1-phenyl-methylidene)-5,6-methylenedioxy-2-indolinone), CN(C)CC1=CC=C(N)C=C1 (4-(dimethylaminomethyl)-aniline). The reactants are BrCC(=O)C=1C(=NOC1C)C1=CC=CC=C1 (4-(bromoacetyl)-5-methyl-3-phenylisoxazole), C1CC1C(=N)N.Cl (cycloproylcarbamidine HCl). Product: C1(CC1)C=1NC=C(N1)C=1C(=NOC1C)C1=CC=CC=C1 (4-(2-Cyclopropyl-1H-imidazol-4-yl)-5-methyl-3-phenyl-isoxazole). The yield is 85.0%. Reaction SMILES: Br[CH2:2][C:3]([C:5]1[C:6]([C:11]2[CH:16]=[CH:15][CH:14]=[CH:13][CH:12]=2)=[N:7][O:8][C:9]=1[CH3:10])=O.[CH2:17]1[CH:19]([C:20]([NH2:22])=[NH:21])[CH2:18]1.Cl>>[CH:19]1([C:20]2[NH:21][CH:2]=[C:3]([C:5]3[C:6]([C:11]4[CH:16]=[CH:15][CH:14]=[CH:13][CH:12]=4)=[N:7][O:8][C:9]=3[CH3:10])[N:22]=2)[CH2:17][CH2:18]1 |f:1.2|. Procedure details: As described for Example 57, 4-(bromoacetyl)-5-methyl-3-phenylisoxazole (commercially available) (1.5 g, 5 mmol) using cycloproylcarbamidine HCl instead of acetamidine HCl was converted to the title compound (1.2 g, 85%) which was obtained as an off-white solid. MS: m/e=266.3 [M+H]+. Reaction conditions: time 3 hour. The product is C[Si](C1C(=CC2=C(C=CC=C12)C1=CC=C(C=C1)C(C)(C)C)C(C)C)(C1CCC2=C(C=3CC(=CC3C(=C12)C1=CC=CC=C1)C)C1=CC=CC=C1)C (dimethyl-(6-methyl-4,8-diphenyl-1,2,3,5-tetrahydro-s-indacenyl)(2-i-propyl-4-(4-t-butylphenyl)-1-indenyl)-silane). Reactants: CC=1CC=2C(=C3CCCC3=C(C2C1)C1=CC=CC=C1)C1=CC=CC=C1 (6-methyl-4,8-diphenyl-1,2,3,5-tetrahydro-s-indacene), [Cl-].[NH4+] (ammonium chloride), C(CCC)[Li] (n-butyllithium), Cl[Si](C)(C)C1C(=CC2=C(C=CC=C12)C1=CC=C(C=C1)C(C)(C)C)C(C)C (chloro-(2-i-propyl-4-(4-t-butylphenyl)-indenyl)-dimethylsilane). The reagents and catalysts are [Cu](C#N)C#N (copper cyanide). As a reaction SMILES: [CH3:1][C:2]1[CH2:3][C:4]2[C:5]([C:20]3[CH:25]=[CH:24][CH:23]=[CH:22][CH:21]=3)=[C:6]3[C:10](=[C:11]([C:14]4[CH:19]=[CH:18][CH:17]=[CH:16][CH:15]=4)[C:12]=2[CH:13]=1)[CH2:9][CH2:8][CH2:7]3.C([Li])CCC.Cl[Si:32]([CH:35]1[C:43]2[C:38](=[C:39]([C:44]3[CH:49]=[CH:48][C:47]([C:50]([CH3:53])([CH3:52])[CH3:51])=[CH:46][CH:45]=3)[CH:40]=[CH:41][CH:42]=2)[CH:37]=[C:36]1[CH:54]([CH3:56])[CH3:55])([CH3:34])[CH3:33].[Cl-].[NH4+]>C(OCC)C.C1COCC1.CCCCCC.[Cu](C#N)C#N>[CH3:33][Si:32]([CH3:34])([CH:7]1[C:6]2[C:10](=[C:11]([C:14]3[CH:15]=[CH:16][CH:17]=[CH:18][CH:19]=3)[C:12]3[CH2:13][C:2]([CH3:1])=[CH:3][C:4]=3[C:5]=2[C:20]2[CH:21]=[CH:22][CH:23]=[CH:24][CH:25]=2)[CH2:9][CH2:8]1)[CH:35]1[C:43]2[C:38](=[C:39]([C:44]3[CH:45]=[CH:46][C:47]([C:50]([CH3:51])([CH3:52])[CH3:53])=[CH:48][CH:49]=3)[CH:40]=[CH:41][CH:42]=2)[CH:37]=[C:36]1[CH:54]([CH3:55])[CH3:56] |f:3.4|. The solvent is C(C)OCC (diethylether), C1CCOC1 (THF), CCCCCC (n-hexane). Procedure: To 11.4 g (35.3 mmol) of 6-methyl-4,8-diphenyl-1,2,3,5-tetrahydro-s-indacene (5c) and 100 mg of copper cyanide (I) in 300 ml of diethylether plus 20 ml of THF was added dropwise at −70° C. 16 ml (40 mmol) of 2.5 M of n-butyllithium in n-hexane. The solution was slowly warmed to room temperature and stirred for 3 hrs at room temperature (yellow brown suspension). Then to the suspension was added at −70° C. 13.4 g (35 mmol) of chloro-(2-i-propyl-4-(4-t-butylphenyl)-indenyl)-dimethylsilane and the ... Yield: 72.6%.